The task is: describe an organic reaction: reactants, conditions, products, and yield. This data is from the Open Reaction Database (ORD), a public repository of structured organic reaction records. Reactants: O (Water), C(C)(C)(C)OC(=O)N1CC=2C(=C3C(=NC2CC1)C=CC=C3)C(=O)N (2-t-Butoxycarbonyl-1,2,3,4-tetrahydro-benzo[b][1,6]-naphthyridine-10-carboxamide), [Na] (sodium), BrBr (bromine). The solvent is CO (methanol). Conditions: temperature 25 celsius. Product: C(C)(C)(C)OC(=O)N1CC=2C(=C3C(=NC2CC1)C=CC=C3)NC(=O)OC (2-t-butoxycarbonyl-10-methoxycarbonylamino-1,2,3,4-tetrahydro-benzo[b][1,6]-naphthyridine). Yield: 84.0%. Reaction SMILES: [C:1]([O:5][C:6]([N:8]1[CH2:17][CH2:16][C:15]2[N:14]=[C:13]3[CH:18]=[CH:19][CH:20]=[CH:21][C:12]3=[C:11](C(N)=O)[C:10]=2[CH2:9]1)=[O:7])([CH3:4])([CH3:3])[CH3:2].[Na].BrBr.[OH2:28]>CO>[C:1]([O:5][C:6]([N:8]1[CH2:17][CH2:16][C:15]2[N:14]=[C:13]3[CH:18]=[CH:19][CH:20]=[CH:21][C:12]3=[C:11]([NH:8][C:6]([O:5][CH3:1])=[O:28])[C:10]=2[CH2:9]1)=[O:7])([CH3:4])([CH3:3])[CH3:2] |^1:24|. Reported procedure: 2-t-Butoxycarbonyl-1,2,3,4-tetrahydro-benzo[b][1,6]-naphthyridine-10-carboxamide (0.5 g, 1.53 mmol) was added to a solution of sodium (0.078 g, 3.37 mmol) in methanol (31 ml), and bromine (0.245 g, 1.53 mmol) was added dropwise thereto while maintaining the temperature at 25° C. or lower. After completion of the dropwise addition, the resulting mixture was heated under reflux for 30 minutes. Water was added to the reaction mixture, followed by extraction with ethyl acetate. The ethyl acetate lay... The reactants are Fc1cc(F)cc(CBr)c1, CC(C)S(=O)(=O)NC1CCCCC1(O)c1ccc(O)cc1. Yields the product CC(C)S(=O)(=O)NC1CCCCC1(O)c1ccc(OCc2cc(F)cc(F)c2)cc1. As a reaction SMILES: [F:1][c:2]1[cH:3][c:4]([CH2:5][Br:6])[cH:7][c:8]([F:10])[cH:9]1.[OH:11][C:12]1([c:25]2[cH:26][cH:27][c:28]([OH:31])[cH:29][cH:30]2)[CH:13]([NH:18][S:19](=[O:20])(=[O:21])[CH:22]([CH3:23])[CH3:24])[CH2:14][CH2:15][CH2:16][CH2:17]1>>[F:1][c:2]1[cH:3][c:4]([CH2:5][O:31][c:28]2[cH:27][cH:26][c:25]([C:12]3([OH:11])[CH:13]([NH:18][S:19](=[O:20])(=[O:21])[CH:22]([CH3:23])[CH3:24])[CH2:14][CH2:15][CH2:16][CH2:17]3)[cH:30][cH:29]2)[cH:7][c:8]([F:10])[cH:9]1. Starting materials: CC(CO)(COCC1=CC(=CC=C1)OC1=CC=CC=C1)C (2,2-dimethyl-3-(3-phenoxybenzyloxy)propan-1-ol), [Cr](=O)(=O)([O-])Cl.[NH+]1=CC=CC=C1 (pyridinium chlorochromate). Solvent: ClCCl (dichloromethane), ClCCl (dichloromethane), C(C)OCC (diethyl ether). Conditions: temperature 25 celsius. The product is CC(C=O)(COCC1=CC(=CC=C1)OC1=CC=CC=C1)C (2,2-dimethyl-3-(3-phenoxybenzyloxy)propane-1-al). Isolated yield 48.3%. RXN SMILES: [CH3:1][C:2]([CH3:21])([CH2:5][O:6][CH2:7][C:8]1[CH:13]=[CH:12][CH:11]=[C:10]([O:14][C:15]2[CH:20]=[CH:19][CH:18]=[CH:17][CH:16]=2)[CH:9]=1)[CH2:3][OH:4].[Cr](Cl)([O-])(=O)=O.[NH+]1C=CC=CC=1>ClCCl.C(OCC)C>[CH3:1][C:2]([CH3:21])([CH2:5][O:6][CH2:7][C:8]1[CH:13]=[CH:12][CH:11]=[C:10]([O:14][C:15]2[CH:16]=[CH:17][CH:18]=[CH:19][CH:20]=2)[CH:9]=1)[CH:3]=[O:4] |f:1.2|. Procedure: A solution of 2,2-dimethyl-3-(3-phenoxybenzyloxy)propan-1-ol (15 g) in dry dichloromethane (50 cm3) was added dropwise to a stirred suspension of pyridinium chlorochromate (18.75 g) in dichloromethane (100 cm3) whilst the reaction temperature was maintained within the range 0°-5° C. When the addition was complete, the mixture was allowed to warm to the ambient temperature (ca. 25° C.) over a period of 2 hours. After the reaction mixture had been diluted with diethyl ether, the ethereal layer was... Starting materials: COCC(=O)N(NC(=O)OCCCl)c1c(C)cccc1C, Cc1ccccc1, [H-], [Na+]. Yields the product COCC(=O)N(c1c(C)cccc1C)N1CCOC1=O. Reaction SMILES: [CH3:1][O:2][CH2:3][C:4](=[O:5])[N:6]([NH:7][C:8](=[O:9])[O:10][CH2:11][CH2:12][Cl:13])[c:14]1[c:15]([CH3:21])[cH:16][cH:17][cH:18][c:19]1[CH3:20].[CH3:24][c:25]1[cH:26][cH:27][cH:28][cH:29][cH:30]1.[H-:22].[Na+:23]>>[CH3:1][O:2][CH2:3][C:4](=[O:5])[N:6]([N:7]1[C:8](=[O:9])[O:10][CH2:11][CH2:12]1)[c:14]1[c:15]([CH3:21])[cH:16][cH:17][cH:18][c:19]1[CH3:20]. Reactants: CC(=O)[O-], O=C([O-])O, CC(=O)[O-], CCC(O)(CC)CCc1ccc(C(CC)(CC)c2ccc(B3OC(C)(C)C(C)(C)O3)cc2)cc1C, COC(=O)Cc1cncc(Br)c1, Cc1ccccc1, COc1cccc(OC)c1-c1ccccc1P(C1CCCCC1)C1CCCCC1, [K+], [K+], [K+], [Na+], O, O=P([O-])([O-])[O-], [Pd+2]. The product is CCC(O)(CC)CCc1ccc(C(CC)(CC)c2ccc(-c3cncc(CC(=O)OC)c3)cc2)cc1C. RXN SMILES: [C:102]([O-:103])(=[O:104])[CH3:105].[C:85](=[O:86])([OH:87])[O-:88].[C:97]([O-:98])(=[O:99])[CH3:100].[CH2:50]([CH3:51])[C:52]([CH2:53][CH2:54][c:55]1[c:56]([CH3:81])[cH:57][c:58]([C:61]([CH2:62][CH3:63])([c:64]2[cH:65][cH:66][c:67]([B:70]3[O:71][C:72]([CH3:73])([CH3:74])[C:75]([CH3:76])([CH3:77])[O:78]3)[cH:68][cH:69]2)[CH2:79][CH3:80])[cH:59][cH:60]1)([CH2:82][CH3:83])[OH:84].[CH3:1][O:2][C:3]([CH2:4][c:5]1[cH:6][n:7][cH:8][c:9]([Br:11])[cH:10]1)=[O:12].[CH3:90][c:91]1[cH:92][cH:93][cH:94][cH:95][cH:96]1.[CH:13]1([P:14]([CH:15]2[CH2:16][CH2:17][CH2:18][CH2:19][CH2:20]2)[c:21]2[cH:22][cH:23][cH:24][cH:25][c:26]2-[c:27]2[c:28]([O:29][CH3:30])[cH:31][cH:32][cH:33][c:34]2[O:35][CH3:36])[CH2:37][CH2:38][CH2:39][CH2:40][CH2:41]1.[K+:47].[K+:48].[K+:49].[Na+:89].[OH2:106].[P:42]([O-:43])([O-:44])([O-:45])=[O:46].[Pd+2:101]>>[CH3:1][O:2][C:3]([CH2:4][c:5]1[cH:6][n:7][cH:8][c:9](-[c:67]2[cH:66][cH:65][c:64]([C:61]([c:58]3[cH:57][c:56]([CH3:81])[c:55]([CH2:54][CH2:53][C:52]([CH2:50][CH3:51])([CH2:82][CH3:83])[OH:84])[cH:60][cH:59]3)([CH2:62][CH3:63])[CH2:79][CH3:80])[cH:69][cH:68]2)[cH:10]1)=[O:12]. The reactants are Cc1cc(N)cc(C)c1[N+](=O)[O-], CCO, O=Cc1ccc(C(F)(F)F)cc1, O. The product is Cc1cc(NCc2ccc(C(F)(F)F)cc2)cc(C)c1[N+](=O)[O-]. RXN SMILES: [CH3:1][c:2]1[cH:3][c:4]([NH2:12])[cH:5][c:6]([CH3:11])[c:7]1[N+:8](=[O:9])[O-:10].[CH3:26][CH2:27][OH:28].[F:13][C:14]([c:15]1[cH:16][cH:17][c:18]([CH:19]=[O:20])[cH:21][cH:22]1)([F:23])[F:24].[OH2:25]>>[CH3:1][c:2]1[cH:3][c:4]([NH:12][CH2:19][c:18]2[cH:17][cH:16][c:15]([C:14]([F:13])([F:23])[F:24])[cH:22][cH:21]2)[cH:5][c:6]([CH3:11])[c:7]1[N+:8](=[O:9])[O-:10]. Reactants: Cl.CCO (HCl EtOH), C(C1=CC=CC=C1)N1CC(CC1)NC1=NC=C(C(=N1)C)/C=C/C(=O)NOC1OCCCC1 ((2E)-3-{2-[(1-benzyl-3-pyrrolidinyl)amino]-4-methyl-5-pyrimidinyl}-N-(tetrahydro-2H-pyran-2-yloxy)acrylamide), resultant mixture. The solvent is CCO (EtOH). Reaction conditions: temperature 22.5 celsius, time 2 hour. Product: Cl.Cl.C(C1=CC=CC=C1)N1CC(CC1)NC1=NC=C(C(=N1)C)/C=C/C(=O)NO ((2E)-3-{2-[(1-benzyl-3-pyrrolidinyl)amino]-4-methyl-5-pyrimidinyl}-N-hydroxyacrylamide dihydrochloride). RXN SMILES: [ClH:1].CCO.[CH2:5]([N:12]1[CH2:16][CH2:15][CH:14]([NH:17][C:18]2[N:23]=[C:22]([CH3:24])[C:21](/[CH:25]=[CH:26]/[C:27]([NH:29][O:30]C3CCCCO3)=[O:28])=[CH:20][N:19]=2)[CH2:13]1)[C:6]1[CH:11]=[CH:10][CH:9]=[CH:8][CH:7]=1>CCO>[ClH:1].[ClH:1].[CH2:5]([N:12]1[CH2:16][CH2:15][CH:14]([NH:17][C:18]2[N:23]=[C:22]([CH3:24])[C:21](/[CH:25]=[CH:26]/[C:27]([NH:29][OH:30])=[O:28])=[CH:20][N:19]=2)[CH2:13]1)[C:6]1[CH:11]=[CH:10][CH:9]=[CH:8][CH:7]=1 |f:0.1,4.5.6|. Reported procedure: A solution of 2N HCl-EtOH solution (1.2 ml) was added to a mixture of (2E)-3-{2-[(1-benzyl-3-pyrrolidinyl)amino]-4-methyl-5-pyrimidinyl}-N-(tetrahydro-2H-pyran-2-yloxy)acrylamide (200 mg) in EtOH (5 ml) and stirred at 20-25° C. for 2 hours. IPE (30 ml) was added to a reaction mixture and the resultant mixture was stirred at ambient temperature for 20 minutes. The precipitate was collected by filtration to give (2E)-3-{2-[(1-benzyl-3-pyrrolidinyl)amino]-4-methyl-5-pyrimidinyl}-N-hydroxyacrylamide... The reactants are COC=1C=C2C(=CC=NC2=CC1OC)OC1=CC=C(C=C1)N (6,7-Dimethoxy-4-(4-aminophenoxy)quinoline), C1(=CC=CC2=CC=CC=C12)C(C)N=C=O (1-(1-naphthyl)ethyl isocyanate). The solvent is C1(=CC=CC=C1)C (toluene). The product is COC=1C=C2C(=CC=NC2=CC1OC)OC1=CC=C(C=C1)NC(=O)NC(C)C1=CC=CC2=CC=CC=C12 (N-{4-[(6,7-dimethoxy-4-quinolyl)oxy]phenyl)-N'-[1-(1-naphthyl)ethyl]urea). Yield: 72.0%. Reaction SMILES: [CH3:1][O:2][C:3]1[CH:4]=[C:5]2[C:10](=[CH:11][C:12]=1[O:13][CH3:14])[N:9]=[CH:8][CH:7]=[C:6]2[O:15][C:16]1[CH:21]=[CH:20][C:19]([NH2:22])=[CH:18][CH:17]=1.[C:23]1([CH:33]([N:35]=[C:36]=[O:37])[CH3:34])[C:32]2[C:27](=[CH:28][CH:29]=[CH:30][CH:31]=2)[CH:26]=[CH:25][CH:24]=1>C1(C)C=CC=CC=1>[CH3:1][O:2][C:3]1[CH:4]=[C:5]2[C:10](=[CH:11][C:12]=1[O:13][CH3:14])[N:9]=[CH:8][CH:7]=[C:6]2[O:15][C:16]1[CH:17]=[CH:18][C:19]([NH:22][C:36]([NH:35][CH:33]([C:23]2[C:32]3[C:27](=[CH:28][CH:29]=[CH:30][CH:31]=3)[CH:26]=[CH:25][CH:24]=2)[CH3:34])=[O:37])=[CH:20][CH:21]=1. Procedure: 6,7-Dimethoxy-4-(4-aminophenoxy)quinoline (54 mg) was dissolved in toluene (5 ml) with heat, 1-(1-naphthyl)ethyl isocyanate (0.05 ml) was added, and the admixture was refluxed with heat for 100 minutes. The resulting residue was purified by column chromatography on silica gel eluting with chloroform/acetone (10/1) to obtain 65 mg of the title compound (yield: 72%).